From a dataset of the Open Reaction Database (ORD), a public repository of structured organic reaction records. describe an organic reaction: reactants, conditions, products, and yield Starting materials: CO, O=Cc1ccc(Oc2ccc(F)cc2F)o1, N. Product: NCc1ccc(Oc2ccc(F)cc2F)o1. As a reaction SMILES: [CH3:17][OH:18].[F:1][c:2]1[c:3]([O:4][c:5]2[cH:6][cH:7][c:8]([CH:10]=[O:11])[o:9]2)[cH:12][cH:13][c:14]([F:16])[cH:15]1.[NH3:19]>>[F:1][c:2]1[c:3]([O:4][c:5]2[cH:6][cH:7][c:8]([CH2:10][NH2:19])[o:9]2)[cH:12][cH:13][c:14]([F:16])[cH:15]1. Starting materials: [C-]#[N+]CC(=O)OC(C)(C)C, CCCCCC, [Li]CCCC, O, CCOP(=O)(Cl)OCC, c1ccccc1. Product: [C-]#[N+]C(C(=O)OC(C)(C)C)P(=O)(OCC)OCC. Reaction SMILES: [C:6]([CH3:7])([CH3:8])([CH3:9])[O:10][C:11]([CH2:12][N+:13]#[C-:14])=[O:15].[CH3:31][CH2:32][CH2:33][CH2:34][CH2:35][CH3:36].[Li:1][CH2:2][CH2:3][CH2:4][CH3:5].[OH2:37].[P:16]([O:17][CH2:18][CH3:19])([O:20][CH2:21][CH3:22])(=[O:23])[Cl:24].[cH:25]1[cH:26][cH:27][cH:28][cH:29][cH:30]1>>[C:6]([CH3:7])([CH3:8])([CH3:9])[O:10][C:11]([CH:12]([N+:13]#[C-:14])[P:16]([O:17][CH2:18][CH3:19])([O:20][CH2:21][CH3:22])=[O:23])=[O:15].